From a dataset of the Open Reaction Database (ORD), a public repository of structured organic reaction records. describe an organic reaction: reactants, conditions, products, and yield Reactants: COC1OCC(CO1)COC1=C(C(=[N+](C=C1)[O-])C)C (4-((2-methoxy-1,3-dioxan-5-yl)methoxy)-2,3-dimethylpyridine 1-oxide), C(C)(=O)OC(C)=O (acetic anhydride). Conditions: temperature 100 celsius, time 2 hour. Yields the product COC1OCC(CO1)COC1=C(C(=NC=C1)CO)C ((4-((2-methoxy-1,3-dioxan-5-yl)methoxy)-3-methylpyridin-2-yl)methanol). The yield is 22.8%. RXN SMILES: [CH3:1][O:2][CH:3]1[O:8][CH2:7][CH:6]([CH2:9][O:10][C:11]2[CH:16]=[CH:15][N+:14]([O-])=[C:13]([CH3:18])[C:12]=2[CH3:19])[CH2:5][O:4]1.C(OC(=O)C)(=[O:22])C>>[CH3:1][O:2][CH:3]1[O:8][CH2:7][CH:6]([CH2:9][O:10][C:11]2[CH:16]=[CH:15][N:14]=[C:13]([CH2:18][OH:22])[C:12]=2[CH3:19])[CH2:5][O:4]1. Reported procedure: The 4-((2-methoxy-1,3-dioxan-5-yl)methoxy)-2,3-dimethylpyridine 1-oxide (1.8 g, 6.68 ml) obtained in the step (6b) was mixed with acetic anhydride (8 ml). The mixture was stirred at 100° C. for 2 hours. After cooled to room temperature, the reaction mixture was concentrated under reduced pressure. To the residue, methanol (10 ml) and a 5N aqueous sodium hydroxide solution (5 ml) were added and the mixture was stirred at room temperature for 15 hours. The reaction mixture was concentrated and the... As a reaction SMILES: [CH3:21][C:22]#[N:23].[ClH:24].[O:1]1[CH2:3][CH2:2][O:4][C:5]12[CH2:6][CH2:7][CH:8]([CH:11]([CH2:12][CH3:13])[NH:14][C:15]([C:16]([F:17])([F:18])[F:19])=[O:20])[CH2:9][CH2:10]2>>[O:4]=[C:5]1[CH2:6][CH2:7][CH:8]([CH:11]([CH2:12][CH3:13])[NH:14][C:15]([C:16]([F:17])([F:18])[F:19])=[O:20])[CH2:9][CH2:10]1. Product: CCC(NC(=O)C(F)(F)F)C1CCC(=O)CC1. Reactants: CC#N, Cl, CCC(NC(=O)C(F)(F)F)C1CCC2(CC1)OCCO2. The reactants are CCO, Cl, Cl, Cc1ccc(F)c(C2CC(=O)c3c(C)ccnc3C2)c1, N=C(N)NN, O. The product is Cl, Cc1ccc(F)c(C2CC(=NNC(=N)N)c3c(C)ccnc3C2)c1. RXN SMILES: [CH3:29][CH2:30][OH:31].[ClH:21].[ClH:27].[F:1][c:2]1[c:3]([CH:9]2[CH2:10][C:11](=[O:20])[c:12]3[c:13]([CH3:19])[cH:14][cH:15][n:16][c:17]3[CH2:18]2)[cH:4][c:5]([CH3:8])[cH:6][cH:7]1.[NH2:22][NH:23][C:24](=[NH:25])[NH2:26].[OH2:28]>>[ClH:21].[F:1][c:2]1[c:3]([CH:9]2[CH2:10][C:11](=[N:22][NH:23][C:24](=[NH:25])[NH2:26])[c:12]3[c:13]([CH3:19])[cH:14][cH:15][n:16][c:17]3[CH2:18]2)[cH:4][c:5]([CH3:8])[cH:6][cH:7]1. Starting materials: FC1=C(C#N)C(=CC=C1I)C(F)(F)F (2-fluoro-3-iodo-6-trifluoromethylbenzonitrile), SCC(=O)N (2-mercaptoacetamide), C[O-].[Na+] (sodium methoxide). Run in CO (MeOH), CO (MeOH). Conditions: time 18 hour. Product: NC=1C2=C(SC1C(=O)N)C(=CC=C2C(F)(F)F)I (3-amino-7-iodo-4-trifluoromethyl-benzo[b]thiophene-2-carboxylic acid amide). The yield is 46.1%. Reaction SMILES: F[C:2]1[C:9]([I:10])=[CH:8][CH:7]=[C:6]([C:11]([F:14])([F:13])[F:12])[C:3]=1[C:4]#[N:5].[SH:15][CH2:16][C:17]([NH2:19])=[O:18].C[O-].[Na+]>CO>[NH2:5][C:4]1[C:3]2[C:6]([C:11]([F:14])([F:13])[F:12])=[CH:7][CH:8]=[C:9]([I:10])[C:2]=2[S:15][C:16]=1[C:17]([NH2:19])=[O:18] |f:2.3|. Procedure details: To the above benzonitrile intermediate (140 mg, 0.444 mmol) in 4 mL of MeOH was added 2-mercaptoacetamide (100 mg/mL in MeOH-ammonia solution) (0.49 mL, 0.533 mmol) and 0.5M sodium methoxide in MeOH (1.78 mL, 0.89 mmol). The reaction mixture was stirred at room temperature for 18 h. The mixture was concentrated and purified by silica gel chromatography eluting with 2-5% MeOH/CH2Cl2. The product fractions were collected and concentrated to afford 79 mg (46%) of 3-amino-7-iodo-4-trifluoromethyl-be...